From a dataset of the Open Reaction Database (ORD), a public repository of structured organic reaction records. describe an organic reaction: reactants, conditions, products, and yield Starting materials: FC(C(C)O)(F)F (1,1,1-trifluoro-2-propanol), [H-].[Na+] (sodium hydride), FC1=C(C#N)C=C(C=C1)C=O (2-fluoro-5-formylbenzonitrile). The solvent is CCOC(=O)C (EtOAc), CN(C)C=O (DMF). Conditions: time 10 minute. Product: C(=O)C=1C=CC(=C(C#N)C1)OC(C(F)(F)F)C (5-Formyl-2-(2,2,2-trifluoro-1-methylethoxy)benzonitrile). Yield: 41.3%. As a reaction SMILES: [F:1][C:2]([F:7])([F:6])[CH:3]([OH:5])[CH3:4].[H-].[Na+].F[C:11]1[CH:18]=[CH:17][C:16]([CH:19]=[O:20])=[CH:15][C:12]=1[C:13]#[N:14]>CN(C=O)C.CCOC(C)=O>[CH:19]([C:16]1[CH:17]=[CH:18][C:11]([O:5][CH:3]([CH3:4])[C:2]([F:7])([F:6])[F:1])=[C:12]([CH:15]=1)[C:13]#[N:14])=[O:20] |f:1.2|. Reported procedure: To a solution of 0.50 g (4.38 mmol) of 1,1,1-trifluoro-2-propanol in 15 mL of DMF at 0° C. was added 0.13 g (5.26 mmol) of sodium hydride (60% dispersion in mineral oil). After stirring for 10 min, 0.65 g (4.38 mmol) of 2-fluoro-5-formylbenzonitrile was added. The reaction mixture was gradually warmed up to rt and stirred overnight. The mixture was diluted with 20 mL of EtOAc and washed with brine (10 mL), H2O (3×10 mL), and brine (10 mL L). The organic layer was dried over MgSO4 and concentrate...